This data is from the Open Reaction Database (ORD), a public repository of structured organic reaction records. The task is: describe an organic reaction: reactants, conditions, products, and yield Starting materials: BrC=1C(=CC2=C(C(CC(O2)(C)C)=O)C1)C (6-Bromo-3,4-dihydro-2,2,7-trimethyl-2H-1-benzopyran-4-one), [BH4-].[Na+] (sodium borohydride), O (H2O). The solvent is C(C)O (C2H5OH). Conditions: time 12 hour. Product: BrC=1C(=CC2=C(C(CC(O2)(C)C)O)C1)C (6-Bromo-3,4-dihydro-4-hydroxyl-2,2,7-trimethyl-2H-1-benzopyran). RXN SMILES: [Br:1][C:2]1[C:3]([CH3:15])=[CH:4][C:5]2[O:10][C:9]([CH3:12])([CH3:11])[CH2:8][C:7](=[O:13])[C:6]=2[CH:14]=1.[BH4-].[Na+].O>C(O)C>[Br:1][C:2]1[C:3]([CH3:15])=[CH:4][C:5]2[O:10][C:9]([CH3:12])([CH3:11])[CH2:8][CH:7]([OH:13])[C:6]=2[CH:14]=1 |f:1.2|. Procedure details: A stirred solution of the product of step c (26.9 g) in C2H5OH (200 ml) at 5° C. is treated with sodium borohydride (1.95 g) and stirred at room temperature for 12 h. The solvent is evaporated off under reduced pressure to give a residue which is treated with H2O (500 ml) and extracted with diethyl ether (3×200 ml). The combined extracts are dried (Na2SO4), filtered and the solvent is evaporated off under reduced pressure to yield the crude product. This is purified by chromatography (silica gel... Reactants: COC(N(C)C)OC (N,N-dimethylformamide dimethyl acetal), N1CCCC1 (pyrrolidine), product, CN(C=O)C (dimethylformamide). The reagents and catalysts are [Pd] (Pd/C). Conditions: temperature 100 celsius, time 1 hour. The product is COC=1C=C2C(=CN1)NC=C2 (5-Methoxy-1H-pyrrolo[2,3-c]pyridine). RXN SMILES: [CH3:1][O:2][CH:3](OC)[N:4]([CH3:6])C.[NH:9]1[CH2:13][CH2:12][CH2:11][CH2:10]1.[CH3:14]N(C)C=O>[Pd]>[CH3:1][O:2][C:3]1[CH:14]=[C:11]2[CH:12]=[CH:13][NH:9][C:10]2=[CH:6][N:4]=1. Reported procedure: 10.76 g of N,N-dimethylformamide dimethyl acetal and 2.45 ml of pyrrolidine are added, in succession, to a solution of 5 g of the product obtained in Step 1 in 60 ml of dimethylformamide. The mixture obtained is first heated at 100° C. for 8 hours and then at 150° C. for 1 hour. Concentration is carried out under a vacuum of 10−1 mbar and the residue is taken up in 150 ml of tetrahydrofuran. The solution obtained is hydrogenated under a pressure of 10 bars for 4 hours in the presence of 10% Pd/C... Starting materials: [K], CN(C)C=O, CC(C)(CCO)C(=O)O, BrCc1ccccc1. Yields the product CC(C)(CCO)C(=O)OCc1ccccc1. As a reaction SMILES: [K:1].[O:19]=[CH:20][N:21]([CH3:22])[CH3:23].[OH:2][CH2:3][CH2:4][C:5]([C:6](=[O:7])[OH:8])([CH3:9])[CH3:10].[c:11]1([CH2:17][Br:18])[cH:12][cH:13][cH:14][cH:15][cH:16]1>>[OH:2][CH2:3][CH2:4][C:5]([C:6]([O:7][CH2:17][c:11]1[cH:12][cH:13][cH:14][cH:15][cH:16]1)=[O:8])([CH3:9])[CH3:10]. Starting materials: ClC=1C=CC(=C(C1)C1=CC(N(C=C1)C(C(=O)NC1=CC=C(C(=O)OC(C)(C)C)C=C1)CC1CC1)=O)OC(F)(F)F (tert-Butyl 4-[(2-{4-[5-chloro-2-(trifluoromethoxy)phenyl]-2-oxopyridin-1(2H)-yl}-3-cyclopropylpropanoyl)amino]benzoate), C(=O)(C(F)(F)F)O (TFA). Product: ClC=1C=CC(=C(C1)C1=CC(N(C=C1)C(C(=O)NC1=CC=C(C(=O)O)C=C1)CC1CC1)=O)OC(F)(F)F (4-[(2-{4-[5-Chloro-2-(trifluoromethoxy)phenyl]-2-oxopyridin-1(2H)-yl}-3-cyclopropylpropanoyl)-amino]benzoic acid). Reaction SMILES: [Cl:1][C:2]1[CH:3]=[CH:4][C:5]([O:36][C:37]([F:40])([F:39])[F:38])=[C:6]([C:8]2[CH:13]=[CH:12][N:11]([CH:14]([CH2:31][CH:32]3[CH2:34][CH2:33]3)[C:15]([NH:17][C:18]3[CH:30]=[CH:29][C:21]([C:22]([O:24]C(C)(C)C)=[O:23])=[CH:20][CH:19]=3)=[O:16])[C:10](=[O:35])[CH:9]=2)[CH:7]=1.C(O)(C(F)(F)F)=O>>[Cl:1][C:2]1[CH:3]=[CH:4][C:5]([O:36][C:37]([F:40])([F:38])[F:39])=[C:6]([C:8]2[CH:13]=[CH:12][N:11]([CH:14]([CH2:31][CH:32]3[CH2:33][CH2:34]3)[C:15]([NH:17][C:18]3[CH:30]=[CH:29][C:21]([C:22]([OH:24])=[O:23])=[CH:20][CH:19]=3)=[O:16])[C:10](=[O:35])[CH:9]=2)[CH:7]=1. Procedure details: 77 mg (purity 92%, 0.12 mmol) of tert-butyl 4-[(2-{4-[5-chloro-2-(trifluoromethoxy)phenyl]-2-oxopyridin-1(2H)-yl}-3-cyclopropylpropanoyl)amino]benzoate (racemate) (Example 6.2C) were hydrolysed with TFA according to General Method 2. Yield: 41 mg (64% of theory) Reactants: C1(=CC=CC=C1)C (toluene), BrC1=CC(=C(C(=O)OC(C)(C)C)C=C1)[N+](=O)[O-] (tert-butyl 4-bromo-2-nitrobenzoate), C1(=C(C=CC=C1)P(C1=C(C=CC=C1)C)C1=C(C=CC=C1)C)C (tri(o-tolyl)phosphine), C(C=C)C1=CC=CC=C1 (allylbenzene). Reagents/catalysts: C(C)(=O)[O-].[Pd+2].C(C)(=O)[O-] (palladium acetate), C(C)(=O)[O-].[Pd+2].C(C)(=O)[O-] (palladium acetate). Solvent: C(C)N(CC)CC (triethylamine). The product is [N+](=O)([O-])C1=C(C(=O)OC(C)(C)C)C=CC(=C1)C=CCC1=CC=CC=C1 (tert-butyl 2-nitro-4-(3-phenyl-1-propenyl)benzoate). As a reaction SMILES: C1(C)C=CC=CC=1.Br[C:9]1[CH:21]=[CH:20][C:12]([C:13]([O:15][C:16]([CH3:19])([CH3:18])[CH3:17])=[O:14])=[C:11]([N+:22]([O-:24])=[O:23])[CH:10]=1.C1(C)C=CC=CC=1P(C1C=CC=CC=1C)C1C=CC=CC=1C.[CH2:47]([C:50]1[CH:55]=[CH:54][CH:53]=[CH:52][CH:51]=1)[CH:48]=[CH2:49]>C([O-])(=O)C.[Pd+2].C([O-])(=O)C.C(N(CC)CC)C>[N+:22]([C:11]1[CH:10]=[C:9]([CH:49]=[CH:48][CH2:47][C:50]2[CH:55]=[CH:54][CH:53]=[CH:52][CH:51]=2)[CH:21]=[CH:20][C:12]=1[C:13]([O:15][C:16]([CH3:19])([CH3:18])[CH3:17])=[O:14])([O-:24])=[O:23] |f:4.5.6|. Reported procedure: 19 mg of palladium acetate (II) was added to 5 mL of toluene solution containing 0.50 g of tert-butyl 4-bromo-2-nitrobenzoate, 50 mg of tri(o-tolyl)phosphine, 0.44 mL of allylbenzene and 0.46 mL of triethylamine, and the resulting mixture was heated to reflux under nitrogen atmosphere for 2 hours. After the reaction mixture was cooled to room temperature, 20 mg of palladium acetate (II) was added and the resulting mixture was heated to reflux for 7 hours. After the reaction mixture was cooled to... Starting materials: ClCCl, O=C(C(Cl)(Cl)Cl)C(Cl)(Cl)Cl, CC12CC(c3ccc(CCO)cc3)C3=C4CCC(=O)C=C4CCC3C1CCC2O, c1ccc(P(c2ccccc2)c2ccccc2)cc1. The product is CC12CC(c3ccc(CCCl)cc3)C3=C4CCC(=O)C=C4CCC3C1CCC2O. Reaction SMILES: [CH2:59]([Cl:60])[Cl:61].[Cl:49][C:50]([Cl:51])([Cl:52])[C:53]([C:54]([Cl:55])([Cl:56])[Cl:57])=[O:58].[OH:1][CH:2]1[C:3]2([CH3:4])[CH:5]([CH2:6][CH2:7]1)[CH:8]1[CH2:9][CH2:10][C:11]3=[CH:12][C:13](=[O:29])[CH2:14][CH2:15][C:16]3=[C:17]1[CH:18]([c:20]1[cH:21][cH:22][c:23]([CH2:26][CH2:27][OH:28])[cH:24][cH:25]1)[CH2:19]2.[c:30]1([P:31]([c:32]2[cH:33][cH:34][cH:35][cH:36][cH:37]2)[c:38]2[cH:39][cH:40][cH:41][cH:42][cH:43]2)[cH:44][cH:45][cH:46][cH:47][cH:48]1>>[OH:1][CH:2]1[C:3]2([CH3:4])[CH:5]([CH2:6][CH2:7]1)[CH:8]1[CH2:9][CH2:10][C:11]3=[CH:12][C:13](=[O:29])[CH2:14][CH2:15][C:16]3=[C:17]1[CH:18]([c:20]1[cH:21][cH:22][c:23]([CH2:26][CH2:59][Cl:61])[cH:24][cH:25]1)[CH2:19]2. Reactants: COC(CCC1=C(C=C(C=C1)OC1=CC(=CC(=C1)F)Br)C)=O (3-[4-(3-bromo-5-fluoro-phenoxy)-2-methyl-phenyl]-propionic acid methyl ester), C(C)C1=CC(=C(C=C1)O)OC1=CC=CC=C1 (4-ethyl-2-phenoxy-phenol). Yields the product C(C)C1=CC(=C(OC=2C=C(OC3=CC(=C(C=C3)CCC(=O)O)C)C=C(C2)F)C=C1)OC1=CC=CC=C1 (3-{4-[3-(4-Ethyl-2-phenoxy-phenoxy)-5-fluoro-phenoxy]-2-methyl-phenyl}-propionic acid). As a reaction SMILES: C[O:2][C:3](=[O:22])[CH2:4][CH2:5][C:6]1[CH:11]=[CH:10][C:9]([O:12][C:13]2[CH:18]=[C:17]([F:19])[CH:16]=[C:15](Br)[CH:14]=2)=[CH:8][C:7]=1[CH3:21].[CH2:23]([C:25]1[CH:30]=[CH:29][C:28]([OH:31])=[C:27]([O:32][C:33]2[CH:38]=[CH:37][CH:36]=[CH:35][CH:34]=2)[CH:26]=1)[CH3:24]>>[CH2:23]([C:25]1[CH:30]=[CH:29][C:28]([O:31][C:15]2[CH:14]=[C:13]([CH:18]=[C:17]([F:19])[CH:16]=2)[O:12][C:9]2[CH:10]=[CH:11][C:6]([CH2:5][CH2:4][C:3]([OH:2])=[O:22])=[C:7]([CH3:21])[CH:8]=2)=[C:27]([O:32][C:33]2[CH:38]=[CH:37][CH:36]=[CH:35][CH:34]=2)[CH:26]=1)[CH3:24]. Procedure: The title compound is prepared by reacting the compound of 3-[4-(3-bromo-5-fluoro-phenoxy)-2-methyl-phenyl]-propionic acid methyl ester with 4-ethyl-2-phenoxy-phenol as in Example 18 to afford 0.139 g (52%). 1H NMR (400 MHz, CDCl3); MS (ES−) m/z mass calculated for C30H27O5F 486, found 485 (M−1). Starting materials: ICC (iodoethane), C(C)(=O)OCC (ethyl acetate), CC=1NC2=CC(=CC=C2C1)[N+](=O)[O-] (2-methyl-6-nitro-1H-indole), 18, C[Si]([N-][Si](C)(C)C)(C)C.[Na+] (sodium hexamethyldisilazide). Solvent: CN(C)C=O (DMF). Conditions: time 2 hour. The product is C(C)N1C(=CC2=CC=C(C=C12)[N+](=O)[O-])C (1-Ethyl-2-methyl-6-nitro-1H-indole). Yield: 100.0%. As a reaction SMILES: [CH3:1][C:2]1[NH:3][C:4]2[C:9]([CH:10]=1)=[CH:8][CH:7]=[C:6]([N+:11]([O-:13])=[O:12])[CH:5]=2.C[Si](C)(C)[N-][Si](C)(C)C.[Na+].I[CH2:25][CH3:26].C(OCC)(=O)C>CN(C=O)C>[CH2:25]([N:3]1[C:4]2[C:9](=[CH:8][CH:7]=[C:6]([N+:11]([O-:13])=[O:12])[CH:5]=2)[CH:10]=[C:2]1[CH3:1])[CH3:26] |f:1.2|. Reported procedure: Cool a solution of 2-methyl-6-nitro-1H-indole, 18 (0.31 g, 1.76 mmol) in anhydrous DMF (5 mL) under inert atmosphere at 0° C. Add sodium hexamethyldisilazide (1.0M in THF, 1.9 mL, 1.9 mmol) and stir 5 minutes. Add iodoethane (filtered through basic alumina) (0.43 mL, 5.28 mmol), warm to ambient temperature, and stir 2 hours. Quench the reaction with saturated aqueous sodium bicarbonate, add ethyl acetate, and wash with saturated aqueous sodium bicarbonate followed by saturated aqueous brine. Dry... Reactants: O=C([O-])[O-], CCO, COc1cc(OC)cc(C(N)=O)c1, [K+], [K+], c1ccc(C2CCNCC2)nc1. The product is COc1cc(OC)cc(C(=O)NCN2CCC(c3ccccn3)CC2)c1. RXN SMILES: [C:26](=[O:27])([O-:28])[O-:29].[CH2:32]([OH:33])[CH3:34].[CH3:13][O:14][c:15]1[cH:16][c:17]([C:18](=[O:19])[NH2:20])[cH:21][c:22]([O:24][CH3:25])[cH:23]1.[K+:30].[K+:31].[NH:1]1[CH2:2][CH2:3][CH:4]([c:7]2[n:8][cH:9][cH:10][cH:11][cH:12]2)[CH2:5][CH2:6]1>>[N:1]1([CH2:26][NH:20][C:18]([c:17]2[cH:16][c:15]([O:14][CH3:13])[cH:23][c:22]([O:24][CH3:25])[cH:21]2)=[O:19])[CH2:2][CH2:3][CH:4]([c:7]2[n:8][cH:9][cH:10][cH:11][cH:12]2)[CH2:5][CH2:6]1.